Dataset: the Open Reaction Database (ORD), a public repository of structured organic reaction records. Task: describe an organic reaction: reactants, conditions, products, and yield The reactants are NC=1NC2=C(N1)C=CC=C2 (2-aminobenzimidazole), C1=CN(C=N1)C(=S)N2C=CN=C2 (N,N′-thiocarbonyldiimidazole), C(C)(=O)[O-].[NH4+] (ammonium acetate). Run in C(C)#N (acetonitrile), C(C)#N (acetonitrile). Conditions: temperature 90 celsius, time 30 minute. The product is N1C(=NC2=C1C=CC=C2)NC(=S)N (N-1H-benzimidazole-2-ylthiourea). As a reaction SMILES: C1N=C[N:3]([C:6](N2C=NC=C2)=[S:7])C=1.[NH2:13][C:14]1[NH:15][C:16]2[CH:22]=[CH:21][CH:20]=[CH:19][C:17]=2[N:18]=1.C([O-])(=O)C.[NH4+]>C(#N)C>[NH:15]1[C:16]2[CH:22]=[CH:21][CH:20]=[CH:19][C:17]=2[N:18]=[C:14]1[NH:13][C:6]([NH2:3])=[S:7] |f:2.3|. Reported procedure: 0.535 g (3.0 mmol) N,N′-thiocarbonyldiimidazole was dissolved in 5 ml acetonitrile, and to this yellow solution was added drop-wise 0.40 g (3.0 mmol) 2-aminobenzimidazole, suspended in 5 ml acetonitrile, at room temperature. After 30 minutes, a precipitate formed, and the mixture was stirred another 12 hours. After 0.474 g (6.0 mmol) ammonium acetate in substance (German: “in Substanz”) was added to this mixture, the mixture was heated in the microwave (at 100 Watt) 30 minutes long at 90° C. The... Starting materials: C1CCCCC1, C=CC(O)(c1ccccc1)c1ccccc1, [Pd]. The product is CCC(O)(c1ccccc1)c1ccccc1. Reaction SMILES: [CH2:18]1[CH2:19][CH2:20][CH2:21][CH2:22][CH2:23]1.[CH:1](=[CH2:2])[C:3]([c:4]1[cH:5][cH:6][cH:7][cH:8][cH:9]1)([c:10]1[cH:11][cH:12][cH:13][cH:14][cH:15]1)[OH:16].[Pd:17]>>[CH2:1]([CH3:2])[C:3]([c:4]1[cH:5][cH:6][cH:7][cH:8][cH:9]1)([c:10]1[cH:11][cH:12][cH:13][cH:14][cH:15]1)[OH:16]. Starting materials: C(C)OC(=O)C1=NC2=CC=C(C=C2NC1=O)OC (6-Methoxy-3-oxo-3,4-dihydro-quinoxaline-2-carboxylic acid ethyl ester), O=P(Cl)(Cl)Cl (POCl3), ice water, [NH4+].[OH-] (NH4OH). Conditions: temperature 100 celsius. The product is C(C)OC(=O)C1=NC2=CC=C(C=C2N=C1Cl)OC (3-chloro-6-methoxy-quinoxaline-2-carboxylic acid ethyl ester). RXN SMILES: [CH2:1]([O:3][C:4]([C:6]1[C:15](=O)[NH:14][C:13]2[C:8](=[CH:9][CH:10]=[C:11]([O:17][CH3:18])[CH:12]=2)[N:7]=1)=[O:5])[CH3:2].[NH4+].[OH-].O=P(Cl)(Cl)[Cl:23]>>[CH2:1]([O:3][C:4]([C:6]1[C:15]([Cl:23])=[N:14][C:13]2[C:8](=[CH:9][CH:10]=[C:11]([O:17][CH3:18])[CH:12]=2)[N:7]=1)=[O:5])[CH3:2] |f:1.2|. Procedure details: 6-Methoxy-3-oxo-3,4-dihydro-quinoxaline-2-carboxylic acid ethyl ester (5.2 g, 20.9 mmol) was suspended in 75 mL of POCl3 and resulting mixture heated to 100° C. for 1 h. The reaction mixture was poured onto 500 mL of ice-water and the pH of the solution adjusted to 3 with conc. NH4OH. Mixture was extracted twice with 300 mL of EtOAc. The combined organic layers were dried over Na2SO4 and evaporated to give the 3-chloro-6-methoxy-quinoxaline-2-carboxylic acid ethyl ester (4.6 g). The reactants are COC1=CC(=CC=C1)N (3-anisidine), C1(=CC=CC=C1)C(C(=O)OCC)C(=O)OCC (diethyl 2-phenylmalonate). Solvent: C1(=CC=CC=C1)OC1=CC=CC=C1 (diphenyl ether). The product is C1(=CC=CC=C1)C=1C(NC2=CC(=CC=C2C1O)OC)=O (3-Phenyl-4-hydroxy-7-methoxyquinol-2-one). Isolated yield 91.9%. As a reaction SMILES: [CH3:1][O:2][C:3]1[CH:8]=[CH:7][CH:6]=[C:5]([NH2:9])[CH:4]=1.[C:10]1([CH:16]([C:22](OCC)=[O:23])[C:17](OCC)=[O:18])[CH:15]=[CH:14][CH:13]=[CH:12][CH:11]=1>C1(OC2C=CC=CC=2)C=CC=CC=1>[C:10]1([C:16]2[C:17](=[O:18])[NH:9][C:5]3[C:6]([C:22]=2[OH:23])=[CH:7][CH:8]=[C:3]([O:2][CH3:1])[CH:4]=3)[CH:15]=[CH:14][CH:13]=[CH:12][CH:11]=1. Procedure details: A dark solution of 3-anisidine (5.37 g, 44.8 mmol), diethyl 2-phenylmalonate (10.57 g, 44.8 mmol), and diphenyl ether (50 mL) was heated at 220° C. for 1 h without a reflux condenser to allow ethanol evaporation. The reaction was cooled to rt, and the resultant gray precipitate filtered and washed with diethyl ether and dried to afford 11.0 g 2a (R2=7-OMe in Scheme 1, 92% yield): MS (M+H)+ 269.28. Reactants: NC=1C=C(OC2=CC(=CC(=C2)Cl)OC2=CC(=CC=C2)N)C=CC1 (1,3-bis(3-aminophenoxy)-5-chlorobenzene), C(=O)[O-].[Na+] (sodium formate), aqueous solution. Reagents/catalysts: [Pd] (Pd-C). The solvent is C(C)(C)O (isopropanol). Conditions: time 5 hour. The product is NC=1C=C(OC2=CC(=CC=C2)OC2=CC(=CC=C2)N)C=CC1 (1,3-bis(3-aminophenoxy)benzene). Isolated yield 90.3%. Reaction SMILES: [NH2:1][C:2]1[CH:3]=[C:4]([CH:21]=[CH:22][CH:23]=1)[O:5][C:6]1[CH:11]=[C:10](Cl)[CH:9]=[C:8]([O:13][C:14]2[CH:19]=[CH:18][CH:17]=[C:16]([NH2:20])[CH:15]=2)[CH:7]=1.C([O-])=O.[Na+]>[Pd].C(O)(C)C>[NH2:20][C:16]1[CH:15]=[C:14]([CH:19]=[CH:18][CH:17]=1)[O:13][C:8]1[CH:9]=[CH:10][CH:11]=[C:6]([O:5][C:4]2[CH:21]=[CH:22][CH:23]=[C:2]([NH2:1])[CH:3]=2)[CH:7]=1 |f:1.2|. Procedure details: Into a glass vessel equipped with a thermometer, a reflux condenser and a stirrer were fed 1,3-bis(3-aminophenoxy)-5-chlorobenzene (8.2 g, 0.025 mol), 5% Pd-C (made by Japan Engelhardt Co.) (0.25 g), sodium formate (4.3 g, 0.063 mol) and 60% aqueous solution of isopropanol (50 ml), and reaction was carried out under reflux with stirring for 5 hours. After completion of the reaction, the catalyst was removed by filtering while hot, followed by cooling to deposit colorless, prismatic crystals, whi...